From a dataset of the Open Reaction Database (ORD), a public repository of structured organic reaction records. describe an organic reaction: reactants, conditions, products, and yield Starting materials: CC(C)(C)C(=O)c1cn(COCC[Si](C)(C)C)c2ncc(Br)nc12, COCOc1cc(B2OC(C)(C)C(C)(C)O2)cc(N2CCCC2)c1, [K+], [K+], O=C([O-])[O-], C1COCCO1, O. Yields the product COCOc1cc(-c2cnc3c(n2)c(C(=O)C(C)(C)C)cn3COCC[Si](C)(C)C)cc(N2CCCC2)c1. As a reaction SMILES: [Br:1][c:2]1[n:3][c:4]2[c:5]([n:6][cH:7]1)[n:8]([CH2:17][O:18][CH2:19][CH2:20][Si:21]([CH3:22])([CH3:23])[CH3:24])[cH:9][c:10]2[C:11]([C:12]([CH3:13])([CH3:14])[CH3:15])=[O:16].[CH3:25][O:26][CH2:27][O:28][c:29]1[cH:30][c:31]([N:44]2[CH2:45][CH2:46][CH2:47][CH2:48]2)[cH:32][c:33]([B:35]2[O:36][C:37]([CH3:38])([CH3:39])[C:40]([CH3:41])([CH3:42])[O:43]2)[cH:34]1.[K+:49].[K+:50].[O-:51][C:52]([O-:53])=[O:54].[O:55]1[CH2:56][CH2:57][O:58][CH2:59][CH2:60]1.[OH2:61]>>[c:2]1(-[c:33]2[cH:32][c:31]([N:44]3[CH2:45][CH2:46][CH2:47][CH2:48]3)[cH:30][c:29]([O:28][CH2:27][O:26][CH3:25])[cH:34]2)[n:3][c:4]2[c:5]([n:6][cH:7]1)[n:8]([CH2:17][O:18][CH2:19][CH2:20][Si:21]([CH3:22])([CH3:23])[CH3:24])[cH:9][c:10]2[C:11]([C:12]([CH3:13])([CH3:14])[CH3:15])=[O:16]. Reactants: CCCOc1cc(NC(=O)OC(C)(C)C)c(NC(=O)CC(=O)c2cccc(-c3cc(C)nc(C)c3)c2)cc1C(F)(F)F, ClCCl, O=C(O)C(F)(F)F. Product: CCCOc1cc2c(cc1C(F)(F)F)NC(=O)CC(c1cccc(-c3cc(C)nc(C)c3)c1)=N2. As a reaction SMILES: [C:1]([O:2][C:3](=[O:4])[NH:7][c:8]1[c:9]([NH:22][C:23]([CH2:24][C:25](=[O:5])[c:27]2[cH:28][c:29](-[c:33]3[cH:34][c:35]([CH3:40])[n:36][c:37]([CH3:39])[cH:38]3)[cH:30][cH:31][cH:32]2)=[O:41])[cH:10][c:11]([C:18]([F:19])([F:20])[F:21])[c:12]([O:14][CH2:15][CH2:16][CH3:17])[cH:13]1)([CH3:6])([CH3:26])[CH3:42].[Cl:50][CH2:51][Cl:52].[F:43][C:44]([F:45])([F:46])[C:47]([OH:48])=[O:49]>>[N:7]1=[C:25]([c:27]2[cH:28][c:29](-[c:33]3[cH:34][c:35]([CH3:40])[n:36][c:37]([CH3:39])[cH:38]3)[cH:30][cH:31][cH:32]2)[CH2:24][C:23](=[O:41])[NH:22][c:9]2[c:8]1[cH:13][c:12]([O:14][CH2:15][CH2:16][CH3:17])[c:11]([C:18]([F:19])([F:20])[F:21])[cH:10]2. The reactants are [Cl-].COC1=NC(=NC(=N1)OC)[N+]1(CCOCC1)C (4-(4,6-Dimethoxy-1,3,5-triazin-2-yl)-4-methylmorpholinium chloride), C(C)(C)(C)OC(=O)N1CSC[C@H]1C(=O)O ((R)-3-(tert-butoxycarbonyl)thiazolidine-4-carboxylic acid), NCCCC[C@@H](C(=O)O)NC(=O)OC(C)(C)C ((S)-6-amino-2-((tert-butoxycarbonyl)amino)hexanoic acid). The solvent is CN(C)C=O (DMF), O (water). Run at time 30 minute. Product: C(C)(C)(C)OC(=O)N[C@H](C(=O)O)CCCCNC(=O)[C@H]1N(CSC1)C(=O)OC(C)(C)C ((S)-2-((tert-butoxycarbonyl)amino)-6-((R)-3-(tert-butoxycarbonyl)thiazolidine-4-carboxamido)hexanoic acid). The yield is 37.9%. RXN SMILES: [Cl-].COC1N=C(OC)N=C([N+]2(C)CCOCC2)N=1.[C:19]([O:23][C:24]([N:26]1[C@H:30]([C:31]([OH:33])=O)[CH2:29][S:28][CH2:27]1)=[O:25])([CH3:22])([CH3:21])[CH3:20].[NH2:34][CH2:35][CH2:36][CH2:37][CH2:38][C@H:39]([NH:43][C:44]([O:46][C:47]([CH3:50])([CH3:49])[CH3:48])=[O:45])[C:40]([OH:42])=[O:41]>CN(C=O)C.O>[C:47]([O:46][C:44]([NH:43][C@@H:39]([CH2:38][CH2:37][CH2:36][CH2:35][NH:34][C:31]([C@@H:30]1[CH2:29][S:28][CH2:27][N:26]1[C:24]([O:23][C:19]([CH3:20])([CH3:21])[CH3:22])=[O:25])=[O:33])[C:40]([OH:42])=[O:41])=[O:45])([CH3:50])([CH3:49])[CH3:48] |f:0.1|. Reported procedure: 4-(4,6-Dimethoxy-1,3,5-triazin-2-yl)-4-methylmorpholinium chloride (247 mg, 0.892 mmol) was added to a solution of (R)-3-(tert-butoxycarbonyl)thiazolidine-4-carboxylic acid (Compound tk81) (208 mg, 0.892 mmol) in DMF (1 ml), and the mixture was stirred at room temperature for 30 minutes. A solution of (S)-6-amino-2-((tert-butoxycarbonyl)amino)hexanoic acid (220 mg, 0.892 mmol) in water (1 ml) was added dropwise at room temperature over 3 minutes. After completion of the dropwise addition, the mi... The reactants are O=C([O-])[O-], CCOP(=O)(OCC)On1nnc2ccccc2c1=O, CCN(C(C)C)C(C)C, O=C(O)C(=O)c1c[nH]c2c(-n3ccnn3)ncc(F)c12, [Na+], [Na+], CN(C)C=O, O, N#CN=C(c1ccccc1)N1CCNCC1. Product: N#CN=C(c1ccccc1)N1CCN(C(=O)C(=O)c2c[nH]c3c(-n4ccnn4)ncc(F)c23)CC1. RXN SMILES: [C:71](=[O:72])([O-:73])[O-:74].[CH2:37]([O:38][P:39]([O:40][n:41]1[c:42](=[O:43])[c:44]2[cH:45][cH:46][cH:47][cH:48][c:49]2[n:50][n:51]1)([O:52][CH2:53][CH3:54])=[O:55])[CH3:56].[CH:57]([N:58]([CH2:59][CH3:60])[CH:61]([CH3:62])[CH3:63])([CH3:64])[CH3:65].[F:1][c:2]1[c:3]2[c:4]([c:5](-[n:8]3[n:9][n:10][cH:11][cH:12]3)[n:6][cH:7]1)[nH:13][cH:14][c:15]2[C:16]([C:17](=[O:18])[OH:19])=[O:20].[Na+:75].[Na+:76].[O:66]=[CH:67][N:68]([CH3:69])[CH3:70].[OH2:77].[c:21]1([C:27]([N:28]2[CH2:29][CH2:30][NH:31][CH2:32][CH2:33]2)=[N:34][C:35]#[N:36])[cH:22][cH:23][cH:24][cH:25][cH:26]1>>[F:1][c:2]1[c:3]2[c:4]([c:5](-[n:8]3[n:9][n:10][cH:11][cH:12]3)[n:6][cH:7]1)[nH:13][cH:14][c:15]2[C:16]([C:17](=[O:19])[N:31]1[CH2:30][CH2:29][N:28]([C:27]([c:21]2[cH:22][cH:23][cH:24][cH:25][cH:26]2)=[N:34][C:35]#[N:36])[CH2:33][CH2:32]1)=[O:20]. The reactants are [BH4-], CO, CSCCCOc1ccc2oc(C(=O)C3CCCCC3)c(C)c2c1, [Na+], C1CCOC1. Yields the product CSCCCOc1ccc2oc(C(O)C3CCCCC3)c(C)c2c1. RXN SMILES: [BH4-:25].[CH3:32][OH:33].[CH:1]1([C:7](=[O:8])[c:9]2[o:10][c:11]3[c:12]([c:13]2[CH3:14])[cH:15][c:16]([O:19][CH2:20][CH2:21][CH2:22][S:23][CH3:24])[cH:17][cH:18]3)[CH2:2][CH2:3][CH2:4][CH2:5][CH2:6]1.[Na+:26].[O:27]1[CH2:28][CH2:29][CH2:30][CH2:31]1>>[CH:1]1([CH:7]([OH:8])[c:9]2[o:10][c:11]3[c:12]([c:13]2[CH3:14])[cH:15][c:16]([O:19][CH2:20][CH2:21][CH2:22][S:23][CH3:24])[cH:17][cH:18]3)[CH2:2][CH2:3][CH2:4][CH2:5][CH2:6]1. Reactants: BrC(C(=O)OCC)CBr (ethyl 2,3-dibromopropionate), C([O-])([O-])=O.[K+].[K+] (potassium carbonate), [N+](=O)([O-])C1=CC(=C(C=C1)O)N (4-nitro-2-aminophenol). Solvent: CC(=O)C (acetone). Product: [N+](=O)([O-])C=1C=CC2=C(NCC(O2)C(=O)OCC)C1 (ethyl 6-nitro-3,4-dihydro-2H-1,4-benzoxazine-2-carboxylate). RXN SMILES: Br[CH:2]([CH2:8]Br)[C:3]([O:5][CH2:6][CH3:7])=[O:4].C(=O)([O-])[O-].[K+].[K+].[N+:16]([C:19]1[CH:24]=[CH:23][C:22]([OH:25])=[C:21]([NH2:26])[CH:20]=1)([O-:18])=[O:17]>CC(C)=O>[N+:16]([C:19]1[CH:24]=[CH:23][C:22]2[O:25][CH:2]([C:3]([O:5][CH2:6][CH3:7])=[O:4])[CH2:8][NH:26][C:21]=2[CH:20]=1)([O-:18])=[O:17] |f:1.2.3|. Procedure details: 29.2 g of ethyl 2,3-dibromopropionate was added dropwise to a refluxing mixture of 19 g of anhydrous potassium carbonate, 70.9 g of 4-nitro-2-aminophenol and 500 ml of dry acetone. This procedure was repeated thrice. The reaction mixture was refluxed for 17 hours, then filtered. The solvent was evaporated from the filtrate under reduced pressure. The residue was washed with dilute sodium hydroxide solution, extracted with ether, then with methylene chloride. The solvent was evaporated separately...